From a dataset of the Open Reaction Database (ORD), a public repository of structured organic reaction records. describe an organic reaction: reactants, conditions, products, and yield The reactants are OC1=C(C=CC=C1)C(CC)=O (2'-hydroxypropiophenone), C(C1=CC=CC=C1)Cl (benzyl chloride), [I-].[Na+] (sodium iodide), C([O-])([O-])=O.[K+].[K+] (potassium carbonate). The solvent is CN(C=O)C (dimethylformamide). Reaction conditions: temperature 80 celsius, time 23 hour. The product is C(C1=CC=CC=C1)OC1=C(C=CC=C1)C(CC)=O (2'-benzyloxypropiophenone). Yield: 91.8%. RXN SMILES: [OH:1][C:2]1[CH:7]=[CH:6][CH:5]=[CH:4][C:3]=1[C:8](=[O:11])[CH2:9][CH3:10].[CH2:12](Cl)[C:13]1[CH:18]=[CH:17][CH:16]=[CH:15][CH:14]=1.[I-].[Na+].C(=O)([O-])[O-].[K+].[K+]>CN(C)C=O>[CH2:12]([O:1][C:2]1[CH:7]=[CH:6][CH:5]=[CH:4][C:3]=1[C:8](=[O:11])[CH2:9][CH3:10])[C:13]1[CH:18]=[CH:17][CH:16]=[CH:15][CH:14]=1 |f:2.3,4.5.6|. Procedure: A mixture of 2'-hydroxypropiophenone (25.8 g), benzyl chloride (21.8 g), sodium iodide (2.6 g), potassium carbonate (23.8 g) and dry dimethylformamide (260 ml) was heated with stirring at 80° C. for 23 hours. The mixture was cooled and filtered and the filtrate was concentrated under reduced pressure. The residue was extracted with ether and the extract was washed with water, 1N aqueous sodium hydroxide, water, 10% hydrochloric acid, aqueous sodium hydrogen carbonate and aqueous sodium chloride ... Starting materials: CC#N, FC(F)(F)CN=C=S, Nc1ccnc(SCCN2C(=O)c3ccccc3C2=O)n1, CN(C)C=O. The product is O=C1c2ccccc2C(=O)N1CCSc1nccc(NC(=S)NCC(F)(F)F)n1. Reaction SMILES: [CH3:35][C:36]#[N:37].[F:22][C:23]([CH2:24][N:25]=[C:26]=[S:27])([F:28])[F:29].[NH2:1][c:2]1[n:3][c:4]([S:8][CH2:9][CH2:10][N:11]2[C:12](=[O:21])[c:13]3[c:14]([cH:17][cH:18][cH:19][cH:20]3)[C:15]2=[O:16])[n:5][cH:6][cH:7]1.[O:30]=[CH:31][N:32]([CH3:33])[CH3:34]>>[NH:1]([c:2]1[n:3][c:4]([S:8][CH2:9][CH2:10][N:11]2[C:12](=[O:21])[c:13]3[c:14]([cH:17][cH:18][cH:19][cH:20]3)[C:15]2=[O:16])[n:5][cH:6][cH:7]1)[C:26]([NH:25][CH2:24][C:23]([F:22])([F:28])[F:29])=[S:27]. Reactants: CCO, O=[N+]([O-])c1ccc(S(=O)(=O)N2CCN(c3ccc(C(O)(C(F)(F)F)C(F)(F)F)cc3)CC2)cc1F. Yields the product Nc1ccc(S(=O)(=O)N2CCN(c3ccc(C(O)(C(F)(F)F)C(F)(F)F)cc3)CC2)cc1F. As a reaction SMILES: [CH3:36][CH2:37][OH:38].[F:1][c:2]1[cH:3][c:4]([S:11](=[O:12])(=[O:13])[N:14]2[CH2:15][CH2:16][N:17]([c:20]3[cH:21][cH:22][c:23]([C:26]([C:27]([F:28])([F:29])[F:30])([C:31]([F:32])([F:33])[F:34])[OH:35])[cH:24][cH:25]3)[CH2:18][CH2:19]2)[cH:5][cH:6][c:7]1[N+:8]([O-:9])=[O:10]>>[F:1][c:2]1[cH:3][c:4]([S:11](=[O:12])(=[O:13])[N:14]2[CH2:15][CH2:16][N:17]([c:20]3[cH:21][cH:22][c:23]([C:26]([C:27]([F:28])([F:29])[F:30])([C:31]([F:32])([F:33])[F:34])[OH:35])[cH:24][cH:25]3)[CH2:18][CH2:19]2)[cH:5][cH:6][c:7]1[NH2:8]. The reactants are Cc1ccc(N)cc1C, CN1CCCC1=O, CCOC(C)=O, [Cs+], C=Cc1ccc(C(F)(F)F)cn1, [OH-], O. Yields the product Cc1ccc(NCCc2ccc(C(F)(F)F)cn2)cc1C. Reaction SMILES: [CH3:13][c:14]1[cH:15][cH:16][c:17]([NH2:18])[cH:19][c:20]1[CH3:21].[CH3:25][N:26]1[CH2:27][CH2:28][CH2:29][C:30]1=[O:31].[CH3:32][CH2:33][O:34][C:35](=[O:36])[CH3:37].[Cs+:24].[F:1][C:2]([c:3]1[cH:4][cH:5][c:6]([CH:9]=[CH2:10])[n:7][cH:8]1)([F:11])[F:12].[OH-:23].[OH2:22]>>[F:1][C:2]([c:3]1[cH:4][cH:5][c:6]([CH2:9][CH2:10][NH:18][c:17]2[cH:16][cH:15][c:14]([CH3:13])[c:20]([CH3:21])[cH:19]2)[n:7][cH:8]1)([F:11])[F:12]. Reactants: C(C)(C)=C(C(=O)OCC)C(=O)OCC (Diethyl isopropylidenemalonate), starch iodine, BrN1C(CCC1=O)=O (N-bromosuccinimide), BrN1C(CCC1=O)=O (N-bromosuccinimide), C(C1=CC=CC=C1)(=O)OOC(C1=CC=CC=C1)=O (dibenzoyl peroxide). Solvent: C(Cl)(Cl)(Cl)Cl (carbon tetrachloride), C(Cl)(Cl)(Cl)Cl (carbon tetrachloride). Product: BrCC(C)=C(C(=O)OCC)C(=O)OCC (Diethyl Bromoisopropylidenemalonate). As a reaction SMILES: [C:1](=[C:4]([C:10]([O:12][CH2:13][CH3:14])=[O:11])[C:5]([O:7][CH2:8][CH3:9])=[O:6])([CH3:3])[CH3:2].[Br:15]N1C(=O)CCC1=O.C(OOC(=O)C1C=CC=CC=1)(=O)C1C=CC=CC=1>C(Cl)(Cl)(Cl)Cl>[Br:15][CH2:3][C:1](=[C:4]([C:10]([O:12][CH2:13][CH3:14])=[O:11])[C:5]([O:7][CH2:8][CH3:9])=[O:6])[CH3:2]. Procedure: Diethyl isopropylidenemalonate (4, 50 g, 0.25 mol) was refluxed with stirring with N-bromosuccinimide (44.3 g, 0.25 mol) and dibenzoyl peroxide (1.0 g, 4.1 mmol) in carbon tetrachloride (100 mL) with illumination using Kodak Ectagraphic slide projector lamp ELH (300 Watt) for 1.5 h. The reaction was completed as indicated by a negative starch-iodine test for N-bromosuccinimide. The resulting mixture was diluted with carbon tetrachloride (100 mL) and it was cooled in an ice-bath. The precipitated... Reactants: C(C)(C)(C)C1=NN(/C(/S1)=N/C(C1=C(C=CC(=C1)C(F)(F)F)F)=O)C[C@@H]1OCCC1 (N-[(2Z)-5-tert-butyl-3-[(2R)-tetrahydrofuran-2-ylmethyl]-1,3,4-thiadiazol-2(3H)-ylidene]-2-fluoro-5-(trifluoromethyl)benzamide), [H-].[Na+] (sodium hydride), C(C)(C)(C)NO (N-tert-butylhydroxylamine), C(C)(=O)O.C(C)(C)(C)NO (N-tert-butylhydroxylamine acetate), C([O-])(O)=O.[Na+] (sodium bicarbonate). Run in C1CCOC1 (THF). Reaction conditions: temperature 0 celsius, time 20 minute. Product: C(C)(C)(C)NOC1=C(C(=O)\N=C\2/SC(=NN2C[C@@H]2OCCC2)C(C)(C)C)C=C(C=C1)C(F)(F)F (2-[(tert-butylamino)oxy]-N-[(2Z)-5-tert-butyl-3-[(2R)-tetrahydrofuran-2-ylmethyl]-1,3,4-thiadiazol-2(3H)-ylidene]-5-(trifluoromethyl)benzamide). Reaction SMILES: [C:1]([NH:5][OH:6])([CH3:4])([CH3:3])[CH3:2].C(O)(=O)C.C(NO)(C)(C)C.C(=O)(O)[O-].[Na+].[H-].[Na+].[C:24]([C:28]1[S:32]/[C:31](=[N:33]\[C:34](=[O:46])[C:35]2[CH:40]=[C:39]([C:41]([F:44])([F:43])[F:42])[CH:38]=[CH:37][C:36]=2F)/[N:30]([CH2:47][C@H:48]2[CH2:52][CH2:51][CH2:50][O:49]2)[N:29]=1)([CH3:27])([CH3:26])[CH3:25]>C1COCC1>[C:1]([NH:5][O:6][C:36]1[CH:37]=[CH:38][C:39]([C:41]([F:42])([F:44])[F:43])=[CH:40][C:35]=1[C:34](/[N:33]=[C:31]1\[S:32][C:28]([C:24]([CH3:27])([CH3:25])[CH3:26])=[N:29][N:30]\1[CH2:47][C@H:48]1[CH2:52][CH2:51][CH2:50][O:49]1)=[O:46])([CH3:4])([CH3:3])[CH3:2] |f:1.2,3.4,5.6|. Reported procedure: To a solution of N-tert-butylhydroxylamine (145 mg, 1.62 mmol) (prepared from commercially available N-tert-butylhydroxylamine acetate (Aldrich) by adding saturated sodium bicarbonate solution and extracting the free base with ethyl ether) in anhydrous THF (10 mL) was added sodium hydride (58.4 mg, 1.46 mmol). The mixture was stirred at 0° C. for 20 minutes. A solution of Example 153A (350 mg, 0.81 mmol) in THF (4 mL) was added and the mixture was stirred at 0° C. for 3 hours. The solvent was re... The reactants are BrC=1C=NC=2N(C1)N=C(C2)C(=O)O (6-bromo-pyrazolo[1,5-a]pyrimidine-2-carboxylic acid), CC1NCCC=2C(=CC=CC12)C#N (1-Methyl-1,2,3,4-tetrahydro-isoquinoline-5-carbonitrile). Product: BrC=1C=NC=2N(C1)N=C(C2)C(=O)N2C(C=1C=CC=C(C1CC2)C#N)C (2-(6-Bromo-pyrazolo[1,5-a]pyrimidine-2-carbonyl)-1-methyl-1,2,3,4-tetrahydro-isoquinoline-5-carbonitrile). As a reaction SMILES: [Br:1][C:2]1[CH:3]=[N:4][C:5]2[N:6]([N:8]=[C:9]([C:11]([OH:13])=O)[CH:10]=2)[CH:7]=1.[CH3:14][CH:15]1[C:24]2[CH:23]=[CH:22][CH:21]=[C:20]([C:25]#[N:26])[C:19]=2[CH2:18][CH2:17][NH:16]1>>[Br:1][C:2]1[CH:3]=[N:4][C:5]2[N:6]([N:8]=[C:9]([C:11]([N:16]3[CH2:17][CH2:18][C:19]4[C:20]([C:25]#[N:26])=[CH:21][CH:22]=[CH:23][C:24]=4[CH:15]3[CH3:14])=[O:13])[CH:10]=2)[CH:7]=1. Procedure: In close analogy to the procedure described in Example 1, 6-bromo-pyrazolo[1,5-a]pyrimidine-2-carboxylic acid is reacted with 1-Methyl-1,2,3,4-tetrahydro-isoquinoline-5-carbonitrile to provide the title compound in moderate yield. Reactants: C(=O)(OC(C)(C)C)N1CC(CC1)C(=O)O ((R/S)-1-Boc-pyrrolidine-3-carboxylic acid), N1CCOCC1 (morpholine). Yields the product C(C)(C)(C)OC(=O)N1CC(CC1)C(=O)N1CCOCC1 ((R/S)-1-(t-Butyloxycarbonyl)-3-(morpholinecarbonyl)pyrrolidine). Isolated yield 62.0%. RXN SMILES: [C:1]([N:8]1[CH2:12][CH2:11][CH:10]([C:13]([OH:15])=O)[CH2:9]1)([O:3][C:4]([CH3:7])([CH3:6])[CH3:5])=[O:2].[NH:16]1[CH2:21][CH2:20][O:19][CH2:18][CH2:17]1>>[C:4]([O:3][C:1]([N:8]1[CH2:12][CH2:11][CH:10]([C:13]([N:16]2[CH2:21][CH2:20][O:19][CH2:18][CH2:17]2)=[O:15])[CH2:9]1)=[O:2])([CH3:5])([CH3:6])[CH3:7]. Reported procedure: The subtitle compound was prepared by the method of Example 5(e) with (R/S)-1-Boc-pyrrolidine-3-carboxylic acid (MacLeod et al J. Med. Chem., 33, 2052 (1990)] and morpholine. The subtitle compound (62%) was obtained as an oil. Rf 0.69 (CH2Cl2/MeOH 95/5, v/v). MS m/z 285 (MH+).